From a dataset of the Open Reaction Database (ORD), a public repository of structured organic reaction records. describe an organic reaction: reactants, conditions, products, and yield Reactants: OCCn1ncc(Br)c1-c1ccncc1, O=C([O-])[O-], OB(O)c1ccc2c(c1)CCC2=NOCc1ccccc1, CC#N, [K+], [K+], O. Product: OCCn1ncc(-c2ccc3c(c2)CCC3=NOCc2ccccc2)c1-c1ccncc1. RXN SMILES: [Br:1][c:2]1[cH:3][n:4][n:5]([CH2:13][CH2:14][OH:15])[c:6]1-[c:7]1[cH:8][cH:9][n:10][cH:11][cH:12]1.[C:38](=[O:39])([O-:40])[O-:41].[CH2:17]([c:18]1[cH:19][cH:20][cH:21][cH:22][cH:23]1)[O:24][N:25]=[C:26]1[CH2:27][CH2:28][c:29]2[cH:30][c:31]([B:35]([OH:36])[OH:37])[cH:32][cH:33][c:34]21.[CH3:44][C:45]#[N:46].[K+:42].[K+:43].[OH2:16]>>[c:2]1(-[c:31]2[cH:30][c:29]3[c:34]([cH:33][cH:32]2)[C:26](=[N:25][O:24][CH2:17][c:18]2[cH:19][cH:20][cH:21][cH:22][cH:23]2)[CH2:27][CH2:28]3)[cH:3][n:4][n:5]([CH2:13][CH2:14][OH:15])[c:6]1-[c:7]1[cH:8][cH:9][n:10][cH:11][cH:12]1.